Task: describe an organic reaction: reactants, conditions, products, and yield. Dataset: the Open Reaction Database (ORD), a public repository of structured organic reaction records Starting materials: BrC=1C=C2C(=CNC2=CC1)C#N (5-bromo-3-cyanoindole), C([O-])([O-])=O.[Cs+].[Cs+] (cesium carbonate), C(C)OC(C1=CC=C(C=C1)F)=O (4-fluorobenzoic acid ethyl ester), O (water). Run in CN(C=O)C (N,N-dimethylformamide). Run at temperature 80 celsius, time 48 hour. Yields the product C(C)OC(C1=CC=C(C=C1)N1C=C(C2=CC(=CC=C12)Br)C#N)=O (4-(5-Bromo-3cyanoindol-1yl)benzoic acid ethyl ester). Reaction SMILES: [Br:1][C:2]1[CH:3]=[C:4]2[C:8](=[CH:9][CH:10]=1)[NH:7][CH:6]=[C:5]2[C:11]#[N:12].C(=O)([O-])[O-].[Cs+].[Cs+].[CH2:19]([O:21][C:22](=[O:30])[C:23]1[CH:28]=[CH:27][C:26](F)=[CH:25][CH:24]=1)[CH3:20].O>CN(C)C=O>[CH2:19]([O:21][C:22](=[O:30])[C:23]1[CH:28]=[CH:27][C:26]([N:7]2[C:8]3[C:4](=[CH:3][C:2]([Br:1])=[CH:10][CH:9]=3)[C:5]([C:11]#[N:12])=[CH:6]2)=[CH:25][CH:24]=1)[CH3:20] |f:1.2.3|. Procedure: To a solution of 5-bromo-3-cyanoindole (2.0 g) in N,N-dimethylformamide (50 mL) were added cesium carbonate (7.4 g) and 4-fluorobenzoic acid ethyl ester (3.0 g), and this mixture was stirred at 80° C. for 48 hours. This reaction mixture was poured into water, and the precipitated solid was collected by filtration. This solid was washed with water, dried under reduced pressure at 50° C. to give the title compound (1.8 The reactants are C(C)(=O)O (acetic acid), CC1=C(C2=C(C=C1O)CC[C@@](O2)(C)CC/C=C(\C)/CC/C=C(\C)/CCC=C(C)C)C (γ-Tocotrienol), C(C)(=O)OC(C)=O (acetic anhydride), C(C)(=O)OC(C)=O (acetic anhydride). Run in C(C)(=O)OCC.CCCCCCC (ethyl acetate heptane). The product is crude product, CC1=C(C2=C(C=C1O)CC[C@@](O2)(C)CC/C=C(\C)/CC/C=C(\C)/CCC=C(C)C)C.C(C)(=O)[O-] (γ-tocotrienol acetate). Reaction SMILES: [CH3:1][C:2]1[C:7]([OH:8])=[CH:6][C:5]2[CH2:9][CH2:10][C@:11]([CH2:14][CH2:15]/[CH:16]=[C:17](/[CH2:19][CH2:20]/[CH:21]=[C:22](/[CH2:24][CH2:25][CH:26]=[C:27]([CH3:29])[CH3:28])\[CH3:23])\[CH3:18])([CH3:13])[O:12][C:4]=2[C:3]=1[CH3:30].[C:31]([O:34]C(=O)C)(=[O:33])[CH3:32].C(O)(=O)C>C(OCC)(=O)C.CCCCCCC>[CH3:1][C:2]1[C:7]([OH:8])=[CH:6][C:5]2[CH2:9][CH2:10][C@:11]([CH2:14][CH2:15]/[CH:16]=[C:17](/[CH2:19][CH2:20]/[CH:21]=[C:22](/[CH2:24][CH2:25][CH:26]=[C:27]([CH3:29])[CH3:28])\[CH3:23])\[CH3:18])([CH3:13])[O:12][C:4]=2[C:3]=1[CH3:30].[C:31]([O-:34])(=[O:33])[CH3:32] |f:3.4,5.6|. Procedure details: γ-Tocotrienol (crude product, prepared in accordance with Example 3, 4.8 g) was heated with 10 ml of acetic anhydride for 3.5 h under reflux and then freed from acetic acid and acetic anhydride under reduced pressure. Flash chromatography of the crude product with ethyl acetate/heptane as eluent on silica gel gave 3.7 g of γ-tocotrienol acetate. Product: CCC(=O)N1CCC(C(=O)N2CC(c3ccc(F)cc3)C(N(C)C(=O)N(C)c3cc(C(F)(F)F)cc(C(F)(F)F)c3)C2)CC1. The reactants are CCC(=O)Cl, Cl, CN(C(=O)N(C)C1CN(C(=O)C2CCNCC2)CC1c1ccc(F)cc1)c1cc(C(F)(F)F)cc(C(F)(F)F)c1. As a reaction SMILES: [C:42]([CH2:43][CH3:44])(=[O:45])[Cl:46].[ClH:1].[F:2][C:3]([c:4]1[cH:5][c:6]([N:14]([C:15](=[O:16])[N:17]([CH3:18])[CH:19]2[CH2:20][N:21]([C:31](=[O:32])[CH:33]3[CH2:34][CH2:35][NH:36][CH2:37][CH2:38]3)[CH2:22][CH:23]2[c:24]2[cH:25][cH:26][c:27]([F:30])[cH:28][cH:29]2)[CH3:39])[cH:7][c:8]([C:10]([F:11])([F:12])[F:13])[cH:9]1)([F:40])[F:41]>>[F:2][C:3]([c:4]1[cH:5][c:6]([N:14]([C:15](=[O:16])[N:17]([CH3:18])[CH:19]2[CH2:20][N:21]([C:31](=[O:32])[CH:33]3[CH2:34][CH2:35][N:36]([C:42]([CH2:43][CH3:44])=[O:45])[CH2:37][CH2:38]3)[CH2:22][CH:23]2[c:24]2[cH:25][cH:26][c:27]([F:30])[cH:28][cH:29]2)[CH3:39])[cH:7][c:8]([C:10]([F:11])([F:12])[F:13])[cH:9]1)([F:40])[F:41]. Run at time 1 hour. Yields the product CC1(OCC=2C1=NC=1C=CC=CC1C2OCCN(C)C)C (1,3-Dihydro-3,3-dimethyl-9-[2-(dimethylamino)ethoxy]-furo[3,4-b]quinoline). As a reaction SMILES: [CH3:1][C:2]1([CH3:16])[C:6]2[NH:7][C:8]3[CH:9]=[CH:10][CH:11]=[CH:12][C:13]=3[C:14](=[O:15])[C:5]=2[CH2:4][O:3]1.[H-].[Na+].[CH3:19][N:20]([CH2:22][CH2:23]Cl)[CH3:21].Cl>O1CCCC1>[CH3:1][C:2]1([CH3:16])[C:6]2=[N:7][C:8]3[CH:9]=[CH:10][CH:11]=[CH:12][C:13]=3[C:14]([O:15][CH2:23][CH2:22][N:20]([CH3:21])[CH3:19])=[C:5]2[CH2:4][O:3]1 |f:1.2|. The solvent is O1CCCC1 (tetrahydrofuran), O1CCCC1 (tetrahydrofuran). Procedure details: A solution of the compound of formula VI, 3,4-dihydro-3,3-dimethylfuro[3,4-b]quinolin-9(1H)-one (8.0 g, described in Example 8), in tetrahydrofuran (80 ml) is slowly added over one hour to a suspension of 55% sodium hydride (4 g) in tetrahydrofuran (80 ml) at 20° to 30° C. The mixture is stirred at room temperature for one hour and dimethylaminoethyl chloride (prepared from 20 g of the hydrochloride) is added. The mixture is heated at reflux for 18 hours, filtered and the filtrate is evaporated.... Reactants: formula VI, CC1(OCC2=C1NC=1C=CC=CC1C2=O)C (3,4-dihydro-3,3-dimethylfuro[3,4-b]quinolin-9(1H)-one), [H-].[Na+] (sodium hydride), CN(C)CCCl (dimethylaminoethyl chloride), Cl (hydrochloride).